From a dataset of the Open Reaction Database (ORD), a public repository of structured organic reaction records. describe an organic reaction: reactants, conditions, products, and yield The product is C12CN(CC2C1)CCCOC=1C=C2C=C(N(C2=CC1)CC(F)(F)F)C(=O)N1CCOCC1 ([5-[3-(3-Aza-bicyclo[3.1.0]hex-3-yl)-propoxy]-1-(2,2,2-trifluoro-ethyl)-1H-indol-2-yl]-morpholin-4-yl-methanone). Reactants: OC=1C=C2C=C(N(C2=CC1)CC(F)(F)F)C(=O)N1CCOCC1 ([5-hydroxy-1-(2,2,2-trifluoro-ethyl)-1H-indol-2-yl]-morpholin-4-yl-methanone), C12CN(CC2C1)CCCOC=1C=C2C=C(NC2=CC1)C(=O)N1CCOCC1 ({5-[3-(3-Aza-bicyclo[3.1.0]hex-3-yl)-propoxy]-1H-indol-2-yl}-morpholin-4-yl-methanone), FC(COS(=O)(=O)C(F)(F)F)(F)F (2,2,2-trifluoroethyl-trifluoromethanesulfonate). Reported procedure: In analogy to the procedure described for the synthesis of intermediate 1, step 1, the title compound was synthesized from {5-[3-(3-aza-bicyclo[3.1.0]hex-3-yl)-propoxy]-1H-indol-2-yl}-morpholin-4-yl-methanone (Example 5, step 4) and 2,2,2-trifluoroethyl-trifluoromethanesulfonate. The title product was obtained in 45% yield as white solid. MS (m/e): 452.5 (MH+, 100%). As a reaction SMILES: [OH:1][C:2]1[CH:3]=[C:4]2[C:8](=[CH:9][CH:10]=1)[N:7]([CH2:11][C:12]([F:15])([F:14])[F:13])[C:6]([C:16]([N:18]1[CH2:23][CH2:22][O:21][CH2:20][CH2:19]1)=[O:17])=[CH:5]2.[CH:24]12[CH2:29][CH:28]1[CH2:27][N:26]([CH2:30][CH2:31][CH2:32]OC1C=C3C(=CC=1)NC(C(N1CCOCC1)=O)=C3)[CH2:25]2.FC(F)(F)COS(C(F)(F)F)(=O)=O>>[CH:24]12[CH2:29][CH:28]1[CH2:27][N:26]([CH2:30][CH2:31][CH2:32][O:1][C:2]1[CH:3]=[C:4]3[C:8](=[CH:9][CH:10]=1)[N:7]([CH2:11][C:12]([F:15])([F:13])[F:14])[C:6]([C:16]([N:18]1[CH2:23][CH2:22][O:21][CH2:20][CH2:19]1)=[O:17])=[CH:5]3)[CH2:25]2. The reactants are Cl.N1=CC=CC=C1 (Pyridine hydrochloride), CNC(=C[N+](=O)[O-])NCCSCC1=CC=C(O1)CN(C)C (ranitidine). Run in CC(C)(C)O (2-methylpropan-2-ol). Run at temperature 40 celsius. Yields the product II, CNC(=C[N+](=O)[O-])NCCSCC1=CC=C(O1)CN(C)C.Cl (ranitidine hydrochloride). Isolated yield 89.0%. As a reaction SMILES: [ClH:1].N1C=CC=CC=1.[CH3:8][NH:9][C:10]([NH:15][CH2:16][CH2:17][S:18][CH2:19][C:20]1[O:24][C:23]([CH2:25][N:26]([CH3:28])[CH3:27])=[CH:22][CH:21]=1)=[CH:11][N+:12]([O-:14])=[O:13]>CC(O)(C)C>[CH3:8][NH:9][C:10]([NH:15][CH2:16][CH2:17][S:18][CH2:19][C:20]1[O:24][C:23]([CH2:25][N:26]([CH3:27])[CH3:28])=[CH:22][CH:21]=1)=[CH:11][N+:12]([O-:14])=[O:13].[ClH:1] |f:0.1,4.5|. Reported procedure: Pyridine hydrochloride (2.6 g) was added to a solution of ranitidine (6 g) in 2-methylpropan-2-ol. The mixture was stirred at 40° C. to allow the product to crystallize and the resulting slurry was cooled to 20° C. The product was filtered off, washed with 2-methylpropan-2-ol and dried at 50° C. under reduced pressure to give Form II ranitidine hydrochloride (5.96 g) having a melting point of about 141°-142° C. Starting materials: ClC1=CC=2C3=C(NC2C=C1)CCN(C3)C3=CC=C(C=C3)F (8-chloro-2-(4-fluorophenyl)-2,3,4,5-tetrahydro-1H-pyrido[4,3-b]indole), CC1=NC=C(C=C1)C=C (2-methyl-5-vinylpyridine), [OH-].[K+] (KOH). Solvent: CN1CCCC1=O (NMP). The product is ClC1=CC=2C3=C(N(C2C=C1)CCC=1C=NC(=CC1)C)CCN(C3)C3=CC=C(C=C3)F (8-chloro-2-(4-fluorophenyl)-2,3,4,5-tetrahydro-5-(2-(6-methylpyridin-3-yl)ethyl)-1H-pyrido[4,3-b]indole). RXN SMILES: [Cl:1][C:2]1[CH:10]=[CH:9][C:8]2[NH:7][C:6]3[CH2:11][CH2:12][N:13]([C:15]4[CH:20]=[CH:19][C:18]([F:21])=[CH:17][CH:16]=4)[CH2:14][C:5]=3[C:4]=2[CH:3]=1.[CH3:22][C:23]1[CH:28]=[CH:27][C:26]([CH:29]=[CH2:30])=[CH:25][N:24]=1.[OH-].[K+]>CN1C(=O)CCC1>[Cl:1][C:2]1[CH:10]=[CH:9][C:8]2[N:7]([CH2:30][CH2:29][C:26]3[CH:25]=[N:24][C:23]([CH3:22])=[CH:28][CH:27]=3)[C:6]3[CH2:11][CH2:12][N:13]([C:15]4[CH:20]=[CH:19][C:18]([F:21])=[CH:17][CH:16]=4)[CH2:14][C:5]=3[C:4]=2[CH:3]=1 |f:2.3|. Reported procedure: The title compound is prepared from a mixture of 8-chloro-2-(4-fluorophenyl)-2,3,4,5-tetrahydro-1H-pyrido[4,3-b]indole, 2-methyl-5-vinylpyridine and KOH (5-7 equiv) in NMP at a temperature ranging between 25 deg C. to 100 deg C. The product obtained is isolated by preparative HPLC. Starting materials: CCOC(=O)C(C)C(=O)OCC, Cc1ccccc1, CN(C)C=O, [H-], [H][H], [Na+], BrCCCCOc1ccccc1. The product is CCOC(=O)C(C)(CCCCOc1ccccc1)C(=O)OCC. RXN SMILES: [CH2:5]([CH3:6])[O:7][C:8]([CH:9]([C:10](=[O:11])[O:12][CH2:13][CH3:14])[CH3:15])=[O:16].[CH3:29][c:30]1[cH:31][cH:32][cH:33][cH:34][cH:35]1.[CH3:36][N:37]([CH3:38])[CH:39]=[O:40].[H-:3].[H:1][H:2].[Na+:4].[O:17]([c:18]1[cH:19][cH:20][cH:21][cH:22][cH:23]1)[CH2:24][CH2:25][CH2:26][CH2:27][Br:28]>>[CH2:5]([CH3:6])[O:7][C:8]([C:9]([C:10](=[O:11])[O:12][CH2:13][CH3:14])([CH3:15])[CH2:27][CH2:26][CH2:25][CH2:24][O:17][c:18]1[cH:19][cH:20][cH:21][cH:22][cH:23]1)=[O:16]. The reactants are O=C([O-])[O-], CCOC(=O)c1cnc(Cl)c2c(CBr)csc12, Cc1nnc(-c2ccc(C)c(O)c2)o1, CN(C)C=O, [I-], [K+], [K+], [K+], C1COCCOCCOCCOCCOCCO1. The product is CCOC(=O)c1cnc(Cl)c2c(COc3cc(-c4nnc(C)o4)ccc3C)csc12. RXN SMILES: [C:34](=[O:35])([O-:36])[O-:37].[CH2:1]([CH3:2])[O:3][C:4](=[O:5])[c:6]1[c:7]2[c:8]([c:9]([Cl:12])[n:10][cH:11]1)[c:13]([CH2:16][Br:17])[cH:14][s:15]2.[CH3:20][c:21]1[c:22]([OH:33])[cH:23][c:24](-[c:27]2[o:28][c:29]([CH3:32])[n:30][n:31]2)[cH:25][cH:26]1.[CH3:58][N:59]([CH3:60])[CH:61]=[O:62].[I-:19].[K+:18].[K+:38].[K+:39].[O:40]1[CH2:41][CH2:42][O:43][CH2:44][CH2:45][O:46][CH2:47][CH2:48][O:49][CH2:50][CH2:51][O:52][CH2:53][CH2:54][O:55][CH2:56][CH2:57]1>>[CH2:1]([CH3:2])[O:3][C:4](=[O:5])[c:6]1[c:7]2[c:8]([c:9]([Cl:12])[n:10][cH:11]1)[c:13]([CH2:16][O:33][c:22]1[c:21]([CH3:20])[cH:26][cH:25][c:24](-[c:27]3[o:28][c:29]([CH3:32])[n:30][n:31]3)[cH:23]1)[cH:14][s:15]2.